The task is: describe an organic reaction: reactants, conditions, products, and yield. This data is from the Open Reaction Database (ORD), a public repository of structured organic reaction records. Reactants: CC(C)(C)OC(=O)N1CCC(Oc2ccc(NCc3ccc4ccc(C#N)cc4c3)cc2)CC1, CC(=O)OC(C)=O, CCOC(C)=O, CN(C)c1ccncc1, c1ccncc1. Product: CC(=O)N(Cc1ccc2ccc(C#N)cc2c1)c1ccc(OC2CCN(C(=O)OC(C)(C)C)CC2)cc1. Reaction SMILES: [C:1]([CH3:2])([CH3:3])([CH3:4])[O:5][C:6](=[O:7])[N:8]1[CH2:9][CH2:10][CH:11]([O:14][c:15]2[cH:16][cH:17][c:18]([NH:19][CH2:20][c:21]3[cH:22][cH:23][c:24]4[cH:25][cH:26][c:27]([C:31]#[N:32])[cH:28][c:29]4[cH:30]3)[cH:33][cH:34]2)[CH2:12][CH2:13]1.[CH3:35][C:36](=[O:37])[O:38][C:39](=[O:40])[CH3:41].[CH3:42][CH2:43][O:44][C:45](=[O:46])[CH3:47].[CH3:54][N:55]([CH3:56])[c:57]1[cH:58][cH:59][n:60][cH:61][cH:62]1.[cH:48]1[cH:49][cH:50][n:51][cH:52][cH:53]1>>[C:1]([CH3:2])([CH3:3])([CH3:4])[O:5][C:6](=[O:7])[N:8]1[CH2:9][CH2:10][CH:11]([O:14][c:15]2[cH:16][cH:17][c:18]([N:19]([CH2:20][c:21]3[cH:22][cH:23][c:24]4[cH:25][cH:26][c:27]([C:31]#[N:32])[cH:28][c:29]4[cH:30]3)[C:36]([CH3:35])=[O:37])[cH:33][cH:34]2)[CH2:12][CH2:13]1. Starting materials: N(C(=O)N)C(=O)OCC(COC1=NOC2=C1C=C(C=C2)Cl)NC(=O)OC(C)(C)C (3-(3-Ureidocarbonyloxy-2-tert-butoxycarbonylaminopropoxy)-5-chloro-1,2-benzoisoxazole), CC(C)O (2-propanol), Cl (hydrogen chloride). The solvent is CO (methanol), C(Cl)(Cl)Cl (chloroform). Product: Cl.NC(COC1=NOC2=C1C=C(C=C2)Cl)COC(=O)NC(=O)N (3-(2-amino-3-ureidocarbonyloxypropoxy)-5-chloro-1,2-benzisoxazole hydrochloride). Reaction SMILES: [NH:1]([C:5]([O:7][CH2:8][CH:9]([NH:22]C(OC(C)(C)C)=O)[CH2:10][O:11][C:12]1[C:16]2[CH:17]=[C:18]([Cl:21])[CH:19]=[CH:20][C:15]=2[O:14][N:13]=1)=[O:6])[C:2]([NH2:4])=[O:3].CC(O)C.Cl>CO.C(Cl)(Cl)Cl>[ClH:21].[NH2:22][CH:9]([CH2:8][O:7][C:5]([NH:1][C:2]([NH2:4])=[O:3])=[O:6])[CH2:10][O:11][C:12]1[C:16]2[CH:17]=[C:18]([Cl:21])[CH:19]=[CH:20][C:15]=2[O:14][N:13]=1 |f:5.6|. Procedure details: 3-(3-Ureidocarbonyloxy-2-tert-butoxycarbonylaminopropoxy)-5-chloro-1,2-benzoisoxazole is suspended in 10 ml of methanol and 5 ml of chloroform, and 12.8 ml of a 2-propanol solution (7.5N) of hydrogen chloride is added, after which they are subjected to reaction at 20°-25° C. overnight. The crystals precipitated are collected by filtration, to obtain 0.62 g of colorless, crystalline 3-(2-amino-3-ureidocarbonyloxypropoxy)-5-chloro-1,2-benzisoxazole hydrochloride having a melting point of 203°-204°... Starting materials: O=C([O-])O, CCOC(C)=O, Cc1c(Cl)ncnc1NCC(NC(=O)OCc1ccccc1)C(=O)OC(C)(C)C, COC(=O)C1CCNCC1, [Na+], O. Product: COC(=O)C1CCN(c2ncnc(NCC(NC(=O)OCc3ccccc3)C(=O)OC(C)(C)C)c2C)CC1. RXN SMILES: [C:46](=[O:47])([OH:48])[O-:49].[CH3:40][CH2:41][O:42][C:43](=[O:44])[CH3:45].[Cl:1][c:2]1[c:3]([CH3:29])[c:4]([NH:8][CH2:9][CH:10]([NH:11][C:12](=[O:13])[O:14][CH2:15][c:16]2[cH:17][cH:18][cH:19][cH:20][cH:21]2)[C:22](=[O:23])[O:24][C:25]([CH3:26])([CH3:27])[CH3:28])[n:5][cH:6][n:7]1.[NH:30]1[CH2:31][CH2:32][CH:33]([C:36](=[O:37])[O:38][CH3:39])[CH2:34][CH2:35]1.[Na+:50].[OH2:51]>>[c:2]1([N:30]2[CH2:31][CH2:32][CH:33]([C:36](=[O:37])[O:38][CH3:39])[CH2:34][CH2:35]2)[c:3]([CH3:29])[c:4]([NH:8][CH2:9][CH:10]([NH:11][C:12](=[O:13])[O:14][CH2:15][c:16]2[cH:17][cH:18][cH:19][cH:20][cH:21]2)[C:22](=[O:23])[O:24][C:25]([CH3:26])([CH3:27])[CH3:28])[n:5][cH:6][n:7]1. The reactants are CCOC(C)=O, CCN(C(C)C)C(C)C, CC(C)OC(=O)Cl, ClCCl, CC(C)(C)OC(=O)N1CCC(COc2ccc(-c3ccc(S(C)(=O)=O)cc3F)nc2)CC1, O=C(O)C(F)(F)F. Yields the product CC(C)OC(=O)N1CCC(COc2ccc(-c3ccc(S(C)(=O)=O)cc3F)nc2)CC1. As a reaction SMILES: [CH3:59][CH2:60][O:61][C:62]([CH3:63])=[O:64].[CH:40]([N:41]([CH:42]([CH3:43])[CH3:44])[CH2:45][CH3:46])([CH3:47])[CH3:48].[Cl:49][C:50]([O:51][CH:52]([CH3:53])[CH3:54])=[O:55].[Cl:56][CH2:57][Cl:58].[F:1][c:2]1[c:3](-[c:12]2[cH:13][cH:14][c:15]([O:18][CH2:19][CH:20]3[CH2:21][CH2:22][N:23]([C:26](=[O:27])[O:28][C:29]([CH3:30])([CH3:31])[CH3:32])[CH2:24][CH2:25]3)[cH:16][n:17]2)[cH:4][cH:5][c:6]([S:8](=[O:9])(=[O:10])[CH3:11])[cH:7]1.[F:33][C:34]([F:35])([F:36])[C:37]([OH:38])=[O:39]>>[F:1][c:2]1[c:3](-[c:12]2[cH:13][cH:14][c:15]([O:18][CH2:19][CH:20]3[CH2:21][CH2:22][N:23]([C:26](=[O:27])[O:28][CH:29]([CH3:30])[CH3:31])[CH2:24][CH2:25]3)[cH:16][n:17]2)[cH:4][cH:5][c:6]([S:8](=[O:9])(=[O:10])[CH3:11])[cH:7]1. The reactants are ClC1=C(C(=CC=C1)C)NC=1NC2=C(N1)C=C(C1=C2CC(O1)(C)C)C(=O)O (2-[(2-chloro-6-methylphenyl)amino]-7,7-dimethyl-7,8-dihydro-1H-furo[3,2-e]benzimidazole-5-carboxylic acid), CCN(C(C)C)C(C)C (DIPEA), S(=O)(Cl)Cl (thionyl chloride), C1(CC1)C=1C=CC(=C(N)C1)F (5-cyclopropyl-2-fluoroaniline). Solvent: C1CCOC1 (THF). Product: ClC1=C(C(=CC=C1)C)NC1=NC2=C(N1)C=1CC(OC1C(=C2)C(=O)NC2=C(C=CC(=C2)C2CC2)F)(C)C (2-((2-Chloro-6-methylphenyl)amino)-N-(5-cyclopropyl-2-fluorophenyl)-7,7-dimethyl-7,8-dihydro-1H-benzofuro[4,5-d]imidazole-5-carboxamide). The yield is 22.3%. Reaction SMILES: [Cl:1][C:2]1[CH:7]=[CH:6][CH:5]=[C:4]([CH3:8])[C:3]=1[NH:9][C:10]1[NH:11][C:12]2[C:18]3[CH2:19][C:20]([CH3:23])([CH3:22])[O:21][C:17]=3[C:16]([C:24]([OH:26])=O)=[CH:15][C:13]=2[N:14]=1.S(Cl)(Cl)=O.[CH:31]1([C:34]2[CH:35]=[CH:36][C:37]([F:41])=[C:38]([CH:40]=2)[NH2:39])[CH2:33][CH2:32]1.CCN(C(C)C)C(C)C>C1COCC1>[Cl:1][C:2]1[CH:7]=[CH:6][CH:5]=[C:4]([CH3:8])[C:3]=1[NH:9][C:10]1[NH:11][C:12]2[C:18]3[CH2:19][C:20]([CH3:23])([CH3:22])[O:21][C:17]=3[C:16]([C:24]([NH:39][C:38]3[CH:40]=[C:34]([CH:31]4[CH2:32][CH2:33]4)[CH:35]=[CH:36][C:37]=3[F:41])=[O:26])=[CH:15][C:13]=2[N:14]=1. Procedure: The title compound was prepared by following the procedure as described for Example-108 using 2-[(2-chloro-6-methylphenyl)amino]-7,7-dimethyl-7,8-dihydro-1H-furo[3,2-e]benzimidazole-5-carboxylic acid (Intermediate-35, 0.150 g, 0.400 mmol), thionyl chloride (2.0 mL), 5-cyclopropyl-2-fluoroaniline (Intermediate-47, 0.090 g, 0.600 mmol), THF (5.0 mL) and DIPEA (2 mL). The obtained crude product was purified by column chromatography on basic alumina eluting with 0.7-1.0% MeOH:DCM to afford 0.045 g o... Starting materials: [BH4-].[Na+] (Sodium tetrahydridoborate), ClC1=C(C(=CC(=C1)Cl)C1=CC=C(C=C1)F)/C=C/C(CC(CC(=O)OC)=O)O (methyl (E)-7-(2,4-dichloro-6-(4-fluorophenyl)phenyl)-5-hydroxy-3-oxo-6-heptenoate), Cl (hydrochloric acid). The solvent is O (water), C(C)O (ethanol). The product is ClC1=C(C(=CC(=C1)Cl)C1=CC=C(C=C1)F)/C=C/C(CC(CC(=O)OC)O)O (Methyl (E)-7-[2,4-Dichloro-6-(4-fluorophenyl)phenyl]-3,5-dihydroxy-6-heptenoate). RXN SMILES: [BH4-].[Na+].[Cl:3][C:4]1[CH:9]=[C:8]([Cl:10])[CH:7]=[C:6]([C:11]2[CH:16]=[CH:15][C:14]([F:17])=[CH:13][CH:12]=2)[C:5]=1/[CH:18]=[CH:19]/[CH:20]([OH:29])[CH2:21][C:22](=[O:28])[CH2:23][C:24]([O:26][CH3:27])=[O:25].Cl>C(O)C.O>[Cl:3][C:4]1[CH:9]=[C:8]([Cl:10])[CH:7]=[C:6]([C:11]2[CH:12]=[CH:13][C:14]([F:17])=[CH:15][CH:16]=2)[C:5]=1/[CH:18]=[CH:19]/[CH:20]([OH:29])[CH2:21][CH:22]([OH:28])[CH2:23][C:24]([O:26][CH3:27])=[O:25] |f:0.1|. Procedure details: Sodium tetrahydridoborate (1.55 g, 41.1 mmole) is added with stirring to a cooled solution (5° C.) of methyl (E)-7-(2,4-dichloro-6-(4-fluorophenyl)phenyl)-5-hydroxy-3-oxo-6-heptenoate (82.3 mmole) in ethanol (200 ml) at a rate sufficient to maintain the internal temperature at 15°-20° C. The resulting solution is stirred with ice-bath cooling for 15 min. and then acidified with 6 N hydrochloric acid. The resulting mixture is diluted with water (500 ml) and extracted with ether (3×250 ml). The or... The reactants are O=C1SC(C(N1)=O)=CC1=CC=C(C=C1)C1=CC(=CC=C1)CN(C(CCC1=CC=CC=C1)=O)C (N-[4′-(2,4-dioxothiazolidin-5-ylidenemethyl)biphenyl-3-ylmethyl]-N-methyl-3-phenylpropionamide). Run in O1CCCC1 (tetrahydrofuran). Yields the product O=C1SC(C(N1)=O)CC1=CC=C(C=C1)C1=CC(=CC=C1)CN(C(CCC1=CC=CC=C1)=O)C (N-[4′-(2,4-Dioxothiazolidin-5-ylmethyl)-biphenyl-3-ylmethyl]-N-methyl-3-phenylpropionamide). Yield: 46.0%. Reaction SMILES: [O:1]=[C:2]1[NH:6][C:5](=[O:7])[C:4](=[CH:8][C:9]2[CH:14]=[CH:13][C:12]([C:15]3[CH:20]=[CH:19][CH:18]=[C:17]([CH2:21][N:22]([CH3:33])[C:23](=[O:32])[CH2:24][CH2:25][C:26]4[CH:31]=[CH:30][CH:29]=[CH:28][CH:27]=4)[CH:16]=3)=[CH:11][CH:10]=2)[S:3]1>O1CCCC1>[O:1]=[C:2]1[NH:6][C:5](=[O:7])[CH:4]([CH2:8][C:9]2[CH:14]=[CH:13][C:12]([C:15]3[CH:20]=[CH:19][CH:18]=[C:17]([CH2:21][N:22]([CH3:33])[C:23](=[O:32])[CH2:24][CH2:25][C:26]4[CH:27]=[CH:28][CH:29]=[CH:30][CH:31]=4)[CH:16]=3)=[CH:11][CH:10]=2)[S:3]1. Reported procedure: In a manner similar to that of Example 1(g), starting with 210 mg (0.45 mmol) of N-[4′-(2,4-dioxothiazolidin-5-ylidenemethyl)biphenyl-3-ylmethyl]-N-methyl-3-phenylpropionamide in 15 ml of tetrahydrofuran, 95 mg (45%) of the desired product, with a melting point of 325° C., are obtained.